This data is from the Open Reaction Database (ORD), a public repository of structured organic reaction records. The task is: describe an organic reaction: reactants, conditions, products, and yield Reactants: ClC1=NC(=NC(=N1)N1CCOCC1)N1CCOCC1 (4,4′-(6-chloro-1,3,5-triazine-2,4-diyl)dimorpholine), NC1=NC=C(C=N1)B1OC(C)(C)C(C)(C)O1 (2-aminopyrimidine-5-boronic acid pinacol ester). Run in CCCCCC.C(C)(=O)OCC (hexane ethyl acetate). Product: O1CCN(CC1)C1=NC(=NC(=N1)N1CCOCC1)C=1C=NC(=NC1)N (5-(4,6-dimorpholino-1,3,5-triazin-2-yl)pyrimidin-2-amine). RXN SMILES: Cl[C:2]1[N:7]=[C:6]([N:8]2[CH2:13][CH2:12][O:11][CH2:10][CH2:9]2)[N:5]=[C:4]([N:14]2[CH2:19][CH2:18][O:17][CH2:16][CH2:15]2)[N:3]=1.[NH2:20][C:21]1[N:26]=[CH:25][C:24](B2OC(C)(C)C(C)(C)O2)=[CH:23][N:22]=1>CCCCCC.C(OCC)(=O)C>[O:17]1[CH2:18][CH2:19][N:14]([C:4]2[N:5]=[C:6]([N:8]3[CH2:13][CH2:12][O:11][CH2:10][CH2:9]3)[N:7]=[C:2]([C:24]3[CH:23]=[N:22][C:21]([NH2:20])=[N:26][CH:25]=3)[N:3]=2)[CH2:15][CH2:16]1 |f:2.3|. Reported procedure: Following the general procedure A, 4,4′-(6-chloro-1,3,5-triazine-2,4-diyl)dimorpholine was coupled with 2-aminopyrimidine-5-boronic acid pinacol ester with reaction time of 17 h. Chromatography (hexane/ethyl acetate 1:1) gave the title compound as a colorless solid. Reactants: NOCc1ccccc1, CO, Cn1cncc1C(O)(c1ccc(Cl)cc1)c1ccc2c(c1)c(-c1cccc(C=O)c1)cc(=O)n2C, ClCCl, Cl, N#N. Yields the product Cn1cncc1C(O)(c1ccc(Cl)cc1)c1ccc2c(c1)c(-c1cccc(C=NOCc3ccccc3)c1)cc(=O)n2C. As a reaction SMILES: [CH2:37]([c:38]1[cH:39][cH:40][cH:41][cH:42][cH:43]1)[O:44][NH2:45].[CH3:49][OH:50].[Cl:1][c:2]1[cH:3][cH:4][c:5]([C:8]([c:9]2[cH:10][c:11]3[c:12](-[c:21]4[cH:22][c:23]([CH:24]=[O:25])[cH:26][cH:27][cH:28]4)[cH:13][c:14](=[O:20])[n:15]([CH3:19])[c:16]3[cH:17][cH:18]2)([c:29]2[n:30]([CH3:34])[cH:31][n:32][cH:33]2)[OH:35])[cH:6][cH:7]1.[Cl:46][CH2:47][Cl:48].[ClH:36].[N:51]#[N:52]>>[Cl:1][c:2]1[cH:3][cH:4][c:5]([C:8]([c:9]2[cH:10][c:11]3[c:12](-[c:21]4[cH:22][c:23]([CH:24]=[N:45][O:44][CH2:37][c:38]5[cH:39][cH:40][cH:41][cH:42][cH:43]5)[cH:26][cH:27][cH:28]4)[cH:13][c:14](=[O:20])[n:15]([CH3:19])[c:16]3[cH:17][cH:18]2)([c:29]2[n:30]([CH3:34])[cH:31][n:32][cH:33]2)[OH:35])[cH:6][cH:7]1. Starting materials: C1COCCO1, Fc1ccc(F)c(C(Sc2ccc(Cl)cc2)c2cc(Cl)ncc2Cl)c1, NCCO. The product is OCCNc1cc(C(Sc2ccc(Cl)cc2)c2cc(F)ccc2F)c(Cl)cn1. As a reaction SMILES: [CH2:30]1[O:31][CH2:32][CH2:33][O:34][CH2:35]1.[Cl:1][c:2]1[n:3][cH:4][c:5]([Cl:25])[c:6]([CH:8]([c:9]2[c:10]([F:16])[cH:11][cH:12][c:13]([F:15])[cH:14]2)[S:17][c:18]2[cH:19][cH:20][c:21]([Cl:24])[cH:22][cH:23]2)[cH:7]1.[NH2:26][CH2:27][CH2:28][OH:29]>>[c:2]1([NH:26][CH2:27][CH2:28][OH:29])[n:3][cH:4][c:5]([Cl:25])[c:6]([CH:8]([c:9]2[c:10]([F:16])[cH:11][cH:12][c:13]([F:15])[cH:14]2)[S:17][c:18]2[cH:19][cH:20][c:21]([Cl:24])[cH:22][cH:23]2)[cH:7]1. The reactants are O1CCC(CC1)OC(C)C1=CC=C(C(=O)OC)C=C1 (methyl 4-(1-(tetrahydro-2H-pyran-4-yloxy)ethyl)benzoate), O.[OH-].[Li+] (lithium hydroxide hydrate), Cl (hydrochloric acid). Solvent: CO (methanol), O (water). Reaction conditions: time 12 hour. Product: O1CCC(CC1)OC(C)C1=CC=C(C(=O)O)C=C1 (4-(1-(tetrahydro-2H-pyran-4-yloxy)ethyl)benzoic acid). The yield is 90.5%. RXN SMILES: [O:1]1[CH2:6][CH2:5][CH:4]([O:7][CH:8]([C:10]2[CH:19]=[CH:18][C:13]([C:14]([O:16]C)=[O:15])=[CH:12][CH:11]=2)[CH3:9])[CH2:3][CH2:2]1.O.[OH-].[Li+].Cl>CO.O>[O:1]1[CH2:2][CH2:3][CH:4]([O:7][CH:8]([C:10]2[CH:19]=[CH:18][C:13]([C:14]([OH:16])=[O:15])=[CH:12][CH:11]=2)[CH3:9])[CH2:5][CH2:6]1 |f:1.2.3|. Reported procedure: To the solution of methyl 4-(1-(tetrahydro-2H-pyran-4-yloxy)ethyl)benzoate (379 mg, 1.44 mmol) in methanol (15 mL) and water (5 mL) was added lithium hydroxide hydrate (100 mg, 2.4 mmol) were added. The mixture was stirred at room temperature for 12 hours. Then the reaction mixture was acidified by hydrochloric acid aqueous solution (1 N) to adjust pH=6 and extracted with dichloromethane (10 mL*3). The organic layers were combined and concentrated to give 4-(1-(tetrahydro-2H-pyran-4-yloxy)ethyl)... Starting materials: O=C([O-])[O-], COC(=O)C(CC1CCCC1)n1ncc(I)cc1=O, CN(C)C=O, Oc1ncccc1F, [K+], [K+]. Yields the product COC(=O)C(CC1CCCC1)n1ncc(Oc2ncccc2F)cc1=O. As a reaction SMILES: [C:28](=[O:29])([O-:30])[O-:31].[CH3:1][O:2][C:3]([CH:4]([CH2:5][CH:6]1[CH2:7][CH2:8][CH2:9][CH2:10]1)[n:11]1[n:12][cH:13][c:14]([I:18])[cH:15][c:16]1=[O:17])=[O:19].[CH3:34][N:35]([CH3:36])[CH:37]=[O:38].[F:20][c:21]1[c:22]([OH:27])[n:23][cH:24][cH:25][cH:26]1.[K+:32].[K+:33]>>[CH3:1][O:2][C:3]([CH:4]([CH2:5][CH:6]1[CH2:7][CH2:8][CH2:9][CH2:10]1)[n:11]1[n:12][cH:13][c:14]([O:27][c:22]2[c:21]([F:20])[cH:26][cH:25][cH:24][n:23]2)[cH:15][c:16]1=[O:17])=[O:19]. Reactants: O (water), S(=O)(Cl)Cl (Thionyl chloride), ON=C(CC1=CC(=C(C=C1)C)C)N (N'-hydroxy-2-(3,4-dimethylphenyl)ethanimidamide), N1=CC=CC=C1 (pyridine). Solvent: C(Cl)Cl (methylene chloride), C(Cl)Cl (methylene chloride). Reaction conditions: time 3 hour. Yields the product CC=1C=C(C=CC1C)CC=1NS(ON1)=O (4-[(3,4-Dimethylphenyl)methyl]-3H-1,2,3,5-oxathiadiazole 2-Oxide). The yield is 32.0%. As a reaction SMILES: [S:1](Cl)(Cl)=[O:2].[OH:5][N:6]=[C:7]([NH2:17])[CH2:8][C:9]1[CH:14]=[CH:13][C:12]([CH3:15])=[C:11]([CH3:16])[CH:10]=1.N1C=CC=CC=1.O>C(Cl)Cl>[CH3:16][C:11]1[CH:10]=[C:9]([CH2:8][C:7]2[NH:17][S:1](=[O:2])[O:5][N:6]=2)[CH:14]=[CH:13][C:12]=1[CH3:15]. Reported procedure: Thionyl chloride (17.7 mL, 0.24 mol) in methylene chloride (40 mL) was added dropwise to a solution of N'-hydroxy-2-(3,4-dimethylphenyl)ethanimidamide (10.8 g, 0.06 mol), methylene chloride (130 mL) and pyridine (9.8 mL, 0.12 mol) at 5° C. After 3 hours, the mixture was poured into water and the organic layer separated. The organic layer was washed with saturated aqueous sodium chloride, dried over magnesium sulfate and concentrated in vacuo. Recrystallization from ethyl ether afforded the desir... Starting materials: C1CCOC1, COc1ccc(C(=O)C(C)N=[N+]=[N-])cc1, COc1ccc(C(=O)C(C)Br)cc1, Cl, [N-]=[N+]=[N-], [Na+], O. Product: COc1ccc(C(=O)C(C)N)cc1, Cl. As a reaction SMILES: [CH2:34]1[O:35][CH2:36][CH2:37][CH2:38]1.[CH3:18][O:19][c:20]1[cH:21][cH:22][c:23]([C:26]([CH:27]([CH3:28])[N:29]=[N+:30]=[N-:31])=[O:32])[cH:24][cH:25]1.[CH3:1][O:2][c:3]1[cH:4][cH:5][c:6]([C:7](=[O:8])[CH:9]([Br:10])[CH3:11])[cH:12][cH:13]1.[ClH:33].[N-:15]=[N+:16]=[N-:17].[Na+:14].[OH2:39]>>[CH3:18][O:19][c:20]1[cH:21][cH:22][c:23]([C:26]([CH:27]([CH3:28])[NH2:29])=[O:32])[cH:24][cH:25]1.[ClH:33].